This data is from the Open Reaction Database (ORD), a public repository of structured organic reaction records. The task is: describe an organic reaction: reactants, conditions, products, and yield Reactants: C(C)[Mg]Br (Ethylmagnesium bromide), CON(C(=O)C1=CC2=C(S1)C(=CC=C2)OC)C (N,7-dimethoxy-N-methylbenzo[b]thiophene-2-carboxamide), C(C)[Mg]Br (ethylmagnesium bromide). Run in O1CCCC1 (tetrahydrofuran). Reaction conditions: time 1 hour. The product is COC1=CC=CC2=C1SC(=C2)C(CC)=O (1-(7-methoxybenzo[b]thiophen-2-yl)propan-1-one). Reaction SMILES: [CH2:1]([Mg]Br)[CH3:2].CON(C)[C:8]([C:10]1[S:14][C:13]2[C:15]([O:19][CH3:20])=[CH:16][CH:17]=[CH:18][C:12]=2[CH:11]=1)=[O:9]>O1CCCC1>[CH3:20][O:19][C:15]1[C:13]2[S:14][C:10]([C:8](=[O:9])[CH2:1][CH3:2])=[CH:11][C:12]=2[CH:18]=[CH:17][CH:16]=1. Procedure: Ethylmagnesium bromide (1M solution in tetrahydrofuran; 6.4 ml) was added to a solution of N,7-dimethoxy-N-methylbenzo[b]thiophene-2-carboxamide (1.5 g) in tetrahydrofuran, then the mixture was stirred at ambient temperature for 1 hour and at reflux temperature for 1 hour. Further ethylmagnesium bromide (1M solution in tetrahydrofuran; 6.4 ml) was added, the mixture was stirred at ambient temperature for 1 hour and at reflux temperature for 2.5 hour, then it was cooled to ambient temperature and...